From a dataset of the Open Reaction Database (ORD), a public repository of structured organic reaction records. describe an organic reaction: reactants, conditions, products, and yield Starting materials: CCOC(C)=O, CC(C)c1nc(CCO)n(Cc2ccc([N+](=O)[O-])cc2)c1Sc1cc(Cl)cc(Cl)c1. Yields the product CC(C)c1nc(CCO)n(Cc2ccc(N)cc2)c1Sc1cc(Cl)cc(Cl)c1. Reaction SMILES: [CH3:31][CH2:32][O:33][C:34](=[O:35])[CH3:36].[Cl:1][c:2]1[cH:3][c:4]([S:9][c:10]2[c:11]([CH:28]([CH3:29])[CH3:30])[n:12][c:13]([CH2:25][CH2:26][OH:27])[n:14]2[CH2:15][c:16]2[cH:17][cH:18][c:19]([N+:22]([O-:23])=[O:24])[cH:20][cH:21]2)[cH:5][c:6]([Cl:8])[cH:7]1>>[Cl:1][c:2]1[cH:3][c:4]([S:9][c:10]2[c:11]([CH:28]([CH3:29])[CH3:30])[n:12][c:13]([CH2:25][CH2:26][OH:27])[n:14]2[CH2:15][c:16]2[cH:17][cH:18][c:19]([NH2:22])[cH:20][cH:21]2)[cH:5][c:6]([Cl:8])[cH:7]1. RXN SMILES: N(C(OC(C)C)=O)=NC(OC(C)C)=O.[O:15]([CH2:23][C:24]1[CH:25]=[C:26]([CH:29]=[CH:30][CH:31]=1)[CH2:27]O)[Si:16]([C:19]([CH3:22])([CH3:21])[CH3:20])([CH3:18])[CH3:17].[C:32]1(=[O:42])[NH:36][C:35](=[O:37])[C:34]2=[CH:38][CH:39]=[CH:40][CH:41]=[C:33]12.C1(P(C2C=CC=CC=2)C2C=CC=CC=2)C=CC=CC=1>C1COCC1>[O:15]([CH2:23][C:24]1[CH:25]=[C:26]([CH:29]=[CH:30][CH:31]=1)[CH2:27][C:41]1[CH:40]=[CH:39][CH:38]=[C:34]2[C:35]([NH:36][C:32](=[O:42])[C:33]=12)=[O:37])[Si:16]([C:19]([CH3:22])([CH3:21])[CH3:20])([CH3:18])[CH3:17]. Yield: 85.4%. Reported procedure: A solution of diisopropyl azodicarboxylate (7.41 g, 36.6 mmol) in THF (23 mL) was added dropwise to a suspension of 3-(tert-butyldimethylsiloxymethyl)-benzyl alcohol (9.25 g, 36.6 mmol), phthalimide (5.39 g, 36.6 mmol) and tripheylphosphine (9.61 g, 36.6 mmol) in THF (50 mL) at room temperature, and the resulting mixture was stirred for 3 hours. The reaction mixture was concentrated under reduced pressure, and the residue was diluted with diethyl ether and stirred at room temperature for 30 minu... Reaction conditions: time 3 hour. Reactants: N(=NC(=O)OC(C)C)C(=O)OC(C)C (diisopropyl azodicarboxylate), O([Si](C)(C)C(C)(C)C)CC=1C=C(CO)C=CC1 (3-(tert-butyldimethylsiloxymethyl)-benzyl alcohol), C1(C=2C(C(N1)=O)=CC=CC2)=O (phthalimide), C1(=CC=CC=C1)P(C1=CC=CC=C1)C1=CC=CC=C1 (tripheylphosphine). Product: O([Si](C)(C)C(C)(C)C)CC=1C=C(CC2=C3C(C(=O)NC3=O)=CC=C2)C=CC1 (3-(tert-Butyldimethylsiloxymethyl)-benzylphthalimide). The solvent is C1CCOC1 (THF), C1CCOC1 (THF). Reactants: OC(CC(C)=O)CCSC1=CC=C(C=C1)OC(C(F)F)(F)F (4-hydroxy-6-[4-(1,1,2,2-tetrafluoroethoxy)phenylthio]-2-hexanone), C(C(=O)O)(=O)O (oxalic acid). Run in C1(=CC=CC=C1)C (toluene). The product is FC(C(F)F)(OC1=CC=C(C=C1)SCCC=CC(C)=O)F (6-[4-(1,1,2,2-tetrafluoroethoxy)phenylthio]-3-hexen-2-one). The yield is 96.8%. RXN SMILES: O[CH:2]([CH2:7][CH2:8][S:9][C:10]1[CH:15]=[CH:14][C:13]([O:16][C:17]([F:22])([F:21])[CH:18]([F:20])[F:19])=[CH:12][CH:11]=1)[CH2:3][C:4](=[O:6])[CH3:5].C(O)(=O)C(O)=O>C1(C)C=CC=CC=1>[F:22][C:17]([F:21])([O:16][C:13]1[CH:14]=[CH:15][C:10]([S:9][CH2:8][CH2:7][CH:2]=[CH:3][C:4](=[O:6])[CH3:5])=[CH:11][CH:12]=1)[CH:18]([F:20])[F:19]. Procedure details: 12.48 Grams of 4-hydroxy-6-[4-(1,1,2,2-tetrafluoroethoxy)phenylthio]-2-hexanone were dissolved in 150 ml of toluene, and 1.50 g of oxalic acid were added thereto. The resulting mixture was refluxed for 2 hours with stirring, allowed to cool and then treated in the same manner as in Production example 34. Thus, 11.76 g of 6-[4-(1,1,2,2-tetrafluoroethoxy)phenylthio]-3-hexen-2-one (trans : cis =4.6 : 1) were obtained (purity: 98.0%). Further, the product was column chromatographed to obtain a purif... Reactants: [Cl-].[NH4+] (ammonium chloride), C12C(C3CC(CC(C1)C3)C2)C2=C(C=C(C=C2)I)OC (2-adamantyl-5-iodoanisole), C1CCOC1 (THF), CN(C=O)C (N,N-dimethylformamide), C(C)(C)(C)[Li] (t-butyllithium). The solvent is C(C)OCC (diethyl ether). Conditions: temperature -78 celsius, time 20 minute. Product: C12(CC3CC(CC(C1)C3)C2)C2=C(C=C(C=O)C=C2)OC (4-(1-Adamantyl)-3-methoxybenzaldehyde). Yield: 43.0%. As a reaction SMILES: [CH:1]12[CH2:10][CH:5]3[CH2:6][CH:7]([CH2:9][CH:3]([CH2:4]3)[CH:2]1C1C=CC(I)=CC=1OC)[CH2:8]2.[C:20]([Li])([CH3:23])([CH3:22])[CH3:21].CN(C)C=[O:28].[Cl-].[NH4+].[CH2:32]1[CH2:36][O:35][CH2:34][CH2:33]1>C(OCC)C>[C:7]12([C:33]3[CH:32]=[CH:23][C:20]([CH:22]=[O:28])=[CH:21][C:34]=3[O:35][CH3:36])[CH2:8][CH:1]3[CH2:2][CH:3]([CH2:4][CH:5]([CH2:10]3)[CH2:6]1)[CH2:9]2 |f:3.4|. Procedure details: A solution of 2-adamantyl-5-iodoanisole (1.29 g, 3.51 mmol) in anhydrous THF (50 mL) was cooled to -78° C. under argon and treated with t-butyllithium solution (4.34 mL, 1.7 M in pentane, 7.37 mmol). The reaction mixture was stirred at -78° C. for 20 min. and then treated with anhydrous N,N-dimethylformamide (0.28 g, 3.86 mmol). The reaction mixture was allowed to warm to room temperature, and was poured into a separatory funnel containing diethyl ether and saturated ammonium chloride solution. ... The reactants are C1(=CC=CC=C1)C(C=O)C1=CC=CC=C1 (diphenylacetaldehyde), C(C=C)#N (acrylonitrile), N12CCCCCC2=NCCC1 (1,8-diazabicyclo[5.4.0]undec-7-ene). Run in O1CCOCC1 (dioxane). Yields the product C1(=CC=CC=C1)C(CCC#N)(C=O)C1=CC=CC=C1 (4.4-Diphenyl-4-formylbutyronitrile). Reaction SMILES: [C:1]1([CH:7]([C:10]2[CH:15]=[CH:14][CH:13]=[CH:12][CH:11]=2)[CH:8]=[O:9])[CH:6]=[CH:5][CH:4]=[CH:3][CH:2]=1.[C:16](#[N:19])[CH:17]=[CH2:18].N12CCCN=C1CCCCC2>O1CCOCC1>[C:10]1([C:7]([C:1]2[CH:2]=[CH:3][CH:4]=[CH:5][CH:6]=2)([CH:8]=[O:9])[CH2:18][CH2:17][C:16]#[N:19])[CH:11]=[CH:12][CH:13]=[CH:14][CH:15]=1. Procedure: To a stirred solution of diphenylacetaldehyde (11.0 mL) and acrylonitrile (4.5 mL) in dioxane (125 mL) was added 1,8-diazabicyclo[5.4.0]undec-7-ene (DBU) (10.5 mL). The solution was heated under reflux overnight and then concentrated in vacuo. The residue was purified by a silica gel column eluting with (95:5) hexane/ethyl acetate. The desired product (8.115 g) was obtained a colorless crystals, mp 80-82° C.: MS showed (M+NH4)+ @ 267; 1H-NMR (CDCl3, δ): 2.05-2.15 (m, 2H), 2.65-2.75 (m, 2H). 7.11...